This data is from the Open Reaction Database (ORD), a public repository of structured organic reaction records. The task is: describe an organic reaction: reactants, conditions, products, and yield Reactants: N1=C(C=CC=C1)CC(=O)OCC (ethyl 2-(pyridin-2-yl)acetate). The reagents and catalysts are [Pt](=O)=O (platinum (IV) oxide). Solvent: CO (methanol). Conditions: time 18 hour. Yields the product N1C(CCCC1)CC(=O)OCC (ethyl 2-(piperidin-2-yl)acetate). The yield is 97.3%. RXN SMILES: [N:1]1[CH:6]=[CH:5][CH:4]=[CH:3][C:2]=1[CH2:7][C:8]([O:10][CH2:11][CH3:12])=[O:9]>CO.[Pt](=O)=O>[NH:1]1[CH2:6][CH2:5][CH2:4][CH2:3][CH:2]1[CH2:7][C:8]([O:10][CH2:11][CH3:12])=[O:9]. Reported procedure: At rt a mixture of ethyl 2-(pyridin-2-yl)acetate (3.0 g, 18 mmol) and platinum (IV) oxide (0.825 g, 3.63 mmol) in methanol (25 mL) was subject to hydrogenation at 50 psi for 18 h. After filtration, the filtrate was concentrated to afford Intermediate 22A (3.0 g, 96%) as a clear oil. HPLC/MS (Method L) RT=0.99 min, [M+1]+ 172.2. Reactants: C(C)(=O)N1CCC(CC1)(C(=O)OC)CN1C(CN(C=C1)C(=O)OCC1=CC=CC=C1)=O (1-(1-acetyl-4-methoxycarbonylpiperidin-4-ylmethyl)-4-benzyloxycarbonyl-2-oxo-1,2,3,4-tetrahydropyrazine). Reagents/catalysts: [Pd] (palladium on carbon). The solvent is CO (methanol). Product: C(C)(=O)N1CCC(CC1)(C(=O)OC)CN1C(CNCC1)=O (1-(1-acetyl-4-methoxycarbonylpiperidin-4-ylmethyl)-2-piperazinone). Isolated yield 84.3%. RXN SMILES: [C:1]([N:4]1[CH2:9][CH2:8][C:7]([CH2:14][N:15]2[CH:20]=[CH:19][N:18](C(OCC3C=CC=CC=3)=O)[CH2:17][C:16]2=[O:31])([C:10]([O:12][CH3:13])=[O:11])[CH2:6][CH2:5]1)(=[O:3])[CH3:2]>[Pd].CO>[C:1]([N:4]1[CH2:5][CH2:6][C:7]([CH2:14][N:15]2[CH2:20][CH2:19][NH:18][CH2:17][C:16]2=[O:31])([C:10]([O:12][CH3:13])=[O:11])[CH2:8][CH2:9]1)(=[O:3])[CH3:2]. Procedure: A solution of 1-(1-acetyl-4-methoxycarbonylpiperidin-4-ylmethyl)-4-benzyloxycarbonyl-2-oxo-1,2,3,4-tetrahydropyrazine (2.4 g) and 10% palladium on carbon (500 mg) in methanol (100 ml) was stirred at room temperature for 15 hours, under hydrogen atmosphere, and the catalyst was filtered off. The reaction solution was concentrated to give colorless oil of the title compound (1.40 g). Starting materials: CC=1C=CC(=NC1)S(=O)(=O)NC1=NC(=NC(=C1OC1=C(C=CC=C1)OC)OCCN)C (5-methyl-N-[6-(2-aminoethoxy)-5-(o-methoxyphenoxy)-2-methyl-4-pyrimidinyl]-2-pyridine sulfonamide), CC1=CC=C(C=C1)S(=O)(=O)Cl (4-methylbenzenesulfonylchloride). Yields the product CC=1C=CC(=NC1)S(=O)(=O)NC1=NC(=NC(=C1OC1=C(C=CC=C1)OC)OCCNS(=O)(=O)C1=CC=C(C=C1)C)C (5-methyl-N-[6-(2-(4-methylbenzenesulfonylamino)-ethoxy)-5-(o-methoxyphenoxy)-2-methyl-4-pyrimidinyl]-2-pyridine sulfonamide). Reaction SMILES: [CH3:1][C:2]1[CH:3]=[CH:4][C:5]([S:8]([NH:11][C:12]2[C:17]([O:18][C:19]3[CH:24]=[CH:23][CH:22]=[CH:21][C:20]=3[O:25][CH3:26])=[C:16]([O:27][CH2:28][CH2:29][NH2:30])[N:15]=[C:14]([CH3:31])[N:13]=2)(=[O:10])=[O:9])=[N:6][CH:7]=1.[CH3:32][C:33]1[CH:38]=[CH:37][C:36]([S:39](Cl)(=[O:41])=[O:40])=[CH:35][CH:34]=1>>[CH3:1][C:2]1[CH:3]=[CH:4][C:5]([S:8]([NH:11][C:12]2[C:17]([O:18][C:19]3[CH:24]=[CH:23][CH:22]=[CH:21][C:20]=3[O:25][CH3:26])=[C:16]([O:27][CH2:28][CH2:29][NH:30][S:39]([C:36]3[CH:37]=[CH:38][C:33]([CH3:32])=[CH:34][CH:35]=3)(=[O:41])=[O:40])[N:15]=[C:14]([CH3:31])[N:13]=2)(=[O:9])=[O:10])=[N:6][CH:7]=1. Procedure details: According to the procedure described in Example 4a) 94 mg 5-methyl-N-[6-(2-aminoethoxy)-5-(o-methoxyphenoxy)-2-methyl-4-pyrimidinyl]-2-pyridine sulfonamide was reacted with 4-methylbenzenesulfonylchloride to give 82 mg 5-methyl-N-[6-(2-(4-methylbenzenesulfonylamino)-ethoxy)-5-(o-methoxyphenoxy)-2-methyl-4-pyrimidinyl]-2-pyridine sulfonamide. LC-MS: tR=4.86 min, [M+1]+=600.59, [M−1]−=598.55. Yields the product C(C)C1=C2C(=C(C=C(C2=CC=C1)\C=C(/C(=O)O)\C)OC)OCOC ((Z)-3-(5-ethyl-3-methoxy-4-methoxymethoxy-1-naphthyl)-2-methylpropenoic acid). The solvent is C(C)O (ethanol). Procedure: 71.2 g of ethyl (Z)-3-(5-ethyl-3-methoxy-4-methoxymethoxy-1-naphthyl)-2-methylpropenoate was dissolved in 600 ml of ethanol and a potassium hydroxide aqueous solution (potassium hydroxide 71 g/water 140 ml) was added, followed by refluxing for 1 hour. The reaction mixture was cooled on an ice bath, after which 700 ml of 2N hydrochloric acid was added to make it acidic, followed by extraction with ethyl acetate. The organic layer was washed with brine, dried over anhydrous magnesium sulfate. The ... Reaction SMILES: [CH2:1]([C:3]1[CH:12]=[CH:11][CH:10]=[C:9]2[C:4]=1[C:5]([O:23][CH2:24][O:25][CH3:26])=[C:6]([O:21][CH3:22])[CH:7]=[C:8]2/[CH:13]=[C:14](/[CH3:20])\[C:15]([O:17]CC)=[O:16])[CH3:2].[OH-].[K+].Cl>C(O)C>[CH2:1]([C:3]1[CH:12]=[CH:11][CH:10]=[C:9]2[C:4]=1[C:5]([O:23][CH2:24][O:25][CH3:26])=[C:6]([O:21][CH3:22])[CH:7]=[C:8]2/[CH:13]=[C:14](/[CH3:20])\[C:15]([OH:17])=[O:16])[CH3:2] |f:1.2|. Yield: 100.6%. Starting materials: [OH-].[K+] (potassium hydroxide), C(C)C1=C2C(=C(C=C(C2=CC=C1)\C=C(/C(=O)OCC)\C)OC)OCOC (ethyl (Z)-3-(5-ethyl-3-methoxy-4-methoxymethoxy-1-naphthyl)-2-methylpropenoate), Cl (hydrochloric acid). Starting materials: ClC1=CC2=C(C(NC3=NC=CC=C23)=O)C=C1 (9-Chloro-5H-benzo[c][1,8]naphthyridin-6-one), CC1CN(CC(C1)C)CCN (2-(3,5-dimethylpiperidin-1-yl)ethanamine). Product: CC1CN(CC(C1)C)CCNC1=CC2=C(C(NC3=NC=CC=C23)=O)C=C1 (9-(2-(3,5-Dimethylpiperidin-1-yl)ethylamino)benzo[c][1,8]naphthyridin-6(5H)-one). Isolated yield 8.9%. Reaction SMILES: Cl[C:2]1[CH:16]=[CH:15][C:5]2[C:6](=[O:14])[NH:7][C:8]3[C:13]([C:4]=2[CH:3]=1)=[CH:12][CH:11]=[CH:10][N:9]=3.[CH3:17][CH:18]1[CH2:23][CH:22]([CH3:24])[CH2:21][N:20]([CH2:25][CH2:26][NH2:27])[CH2:19]1>>[CH3:17][CH:18]1[CH2:23][CH:22]([CH3:24])[CH2:21][N:20]([CH2:25][CH2:26][NH:27][C:2]2[CH:16]=[CH:15][C:5]3[C:6](=[O:14])[NH:7][C:8]4[C:13]([C:4]=3[CH:3]=2)=[CH:12][CH:11]=[CH:10][N:9]=4)[CH2:19]1. Reported procedure: The title compound was synthesized according to the procedure described for the preparation of Example 456 using 6 (171 mg, 0.74 mmol) and 2-(3,5-dimethylpiperidin-1-yl)ethanamine (464 mg, 2.97 mmol) to provide 478 (23 mg, 9% yield) as a white powder. LC-MS (M+H=351, obsd.=351). 1H NMR (400 MHz, DMSO-D6) δ 11.58 (s, 1H), 9.48 (s, 1H), 8.73 (d, J=6.7, 1H), 8.46 (dd, J=1.6, 4.7, 1H), 8.06 (d, J=8.7, 1H), 7.42 (d, J=2.1, 1H), 7.29 (dd, J=4.7, 7.9, 1H), 6.96 (dd, J=2.1, 8.8, 1H), 3.70 (s, 2H), 3.52 ...